Dataset: the Open Reaction Database (ORD), a public repository of structured organic reaction records. Task: describe an organic reaction: reactants, conditions, products, and yield Yields the product BrC1=C(C=C(C=C1)F)N1N=C(N=C1C)C (1-(2-Bromo-5-fluorophenyl)-3,5-dimethyl-1H-1,2,4-triazole). RXN SMILES: Cl.[Br:2][C:3]1[CH:8]=[CH:7][C:6]([F:9])=[CH:5][C:4]=1[NH:10][NH2:11].[CH3:12][C:13]([NH:15][C:16]([CH3:18])=O)=O>N1C=CC=CC=1>[Br:2][C:3]1[CH:8]=[CH:7][C:6]([F:9])=[CH:5][C:4]=1[N:10]1[C:16]([CH3:18])=[N:15][C:13]([CH3:12])=[N:11]1 |f:0.1|. Reported procedure: A mixture of 1-(2-bromo-5-fluoro-phenyl)-hydrazine hydrochloride (24.15 g, 100 mmol) and diacetamide (10.1 g, 100 mmol; Aldrich) in anhydrous pyridine (100 mL) was stirred in an oil bath heated at 125–130° C. under nitrogen for 2 h. After cooling the mixture was concentrated in vacuo to dryness, and the residue diluted with EtOAc (100 mL) was washed with water (50 mL), and then with brine (30 mL), dried (Na2SO4), filtered and concentrated to obtain 24.2 g of the title compound as a brownish oil:... Yield: 89.6%. The reactants are Cl.BrC1=C(C=C(C=C1)F)NN (1-(2-bromo-5-fluoro-phenyl)-hydrazine hydrochloride), CC(=O)NC(=O)C (diacetamide). The solvent is N1=CC=CC=C1 (pyridine). The reactants are CC(C)(C)C(O)C(C)(C)C, CC1(C)CN1C(=O)OCc1ccccc1, ClCCl, [Na+], O=C([O-])O. The product is CC(C)(COC(C(C)(C)C)C(C)(C)C)NC(=O)OCc1ccccc1. Reaction SMILES: [C:16]([CH3:17])([CH3:18])([CH3:19])[CH:20]([OH:21])[C:22]([CH3:23])([CH3:24])[CH3:25].[C:1](=[O:2])([O:3][CH2:4][c:5]1[cH:6][cH:7][cH:8][cH:9][cH:10]1)[N:11]1[C:12]([CH3:14])([CH3:15])[CH2:13]1.[Cl:31][CH2:32][Cl:33].[Na+:30].[O-:26][C:27]([OH:28])=[O:29]>>[C:1](=[O:2])([O:3][CH2:4][c:5]1[cH:6][cH:7][cH:8][cH:9][cH:10]1)[NH:11][C:12]([CH2:13][O:21][CH:20]([C:16]([CH3:17])([CH3:18])[CH3:19])[C:22]([CH3:23])([CH3:24])[CH3:25])([CH3:14])[CH3:15]. The reactants are NC(CO)(C)C (2-amino-2-methylpropan-1-ol), FC(C(F)(F)F)(C=1N=CC(=NC1)N1N=C(C=2C[C@@H]3[C@H](C12)C3)C(=O)O)F ((1aR,5aR)-2-(5-(perfluoroethyl)pyrazin-2-yl)-1a,2,5,5a-tetrahydro-1H-2,3-diaza-cyclopropa[a]pentalene-4-carboxylic acid). Product: OCC(C)(C)NC(=O)C=1C=2C[C@@H]3[C@H](C2N(N1)C1=NC=C(N=C1)C(C(F)(F)F)(F)F)C3 ((1aR,5aR)-2-(5-Pentafluoroethyl-pyrazin-2-yl)-1a,2,5,5a-tetrahydro-1H-2,3-diaza-cyclopropa[a]pentalene-4-carboxylic Acid (2-Hydroxy-1,1-dimethyl-ethyl)-amide). As a reaction SMILES: [NH2:1][C:2]([CH3:6])([CH3:5])[CH2:3][OH:4].[F:7][C:8]([F:31])([C:13]1[N:14]=[CH:15][C:16]([N:19]2[C:26]3[C@@H:25]4[CH2:27][C@@H:24]4[CH2:23][C:22]=3[C:21]([C:28](O)=[O:29])=[N:20]2)=[N:17][CH:18]=1)[C:9]([F:12])([F:11])[F:10]>>[OH:4][CH2:3][C:2]([NH:1][C:28]([C:21]1[C:22]2[CH2:23][C@H:24]3[CH2:27][C@H:25]3[C:26]=2[N:19]([C:16]2[CH:15]=[N:14][C:13]([C:8]([F:7])([F:31])[C:9]([F:12])([F:10])[F:11])=[CH:18][N:17]=2)[N:20]=1)=[O:29])([CH3:6])[CH3:5]. Procedure: The title compound was prepared in a manner similar to that described in Method G, using 2-amino-2-methylpropan-1-ol and (1aR,5aR)-2-(5-(perfluoroethyl)pyrazin-2-yl)-1a,2,5,5a-tetrahydro-1H-2,3-diaza-cyclopropa[a]pentalene-4-carboxylic acid. LCMS m/z=432.3 [M+H]+; 1H NMR (400 MHz, CDCl3) δ ppm 0.47 (td, J=4.7, 3.3 Hz, 1H), 1.29 (td, J=8.0, 4.9 Hz, 1H), 1.42 (s, 6H), 2.30-2.37 (m, 1H), 2.75-2.79 (m, 1H), 2.93 (d, J=16.9 Hz, 1H), 3.02 (dd, J=16.7, 6.3 Hz, 1H), 3.71 (d, J=6.1 Hz, 2H), 4.40 (d, J=6.... Starting materials: resultant mixture, ClCC=1SC2=C(C1C)C=CC=C2 (2-chloromethyl-3-methylbenzothiophene), [H-].[Na+] (sodium hydride), C(C1=CC=CC=C1)OC1=C(C=C(C=C1)C(CC(=O)OCC)=O)C (ethyl 3-(4-benzyloxy-3-methylphenyl)-3-oxopropionate). Run in C1CCOC1 (THF), C1CCOC1 (THF), C1CCOC1 (THF). Run at time 20 minute. Product: OC1=C(C=C(C=C1)C(CCC=1SC2=C(C1C)C=CC=C2)=O)C (1-(4-Hydroxy-3-methylphenyl)-3-(3-methylbenzothiophen-2-yl)propan-1-one). Yield: 91.2%. RXN SMILES: [H-].[Na+].C([O:10][C:11]1[CH:16]=[CH:15][C:14]([C:17](=[O:24])[CH2:18][C:19](OCC)=O)=[CH:13][C:12]=1[CH3:25])C1C=CC=CC=1.ClC[C:28]1[S:29][C:30]2[CH:37]=[CH:36][CH:35]=[CH:34][C:31]=2[C:32]=1[CH3:33]>C1COCC1>[OH:10][C:11]1[CH:16]=[CH:15][C:14]([C:17](=[O:24])[CH2:18][CH2:19][C:28]2[S:29][C:30]3[CH:37]=[CH:36][CH:35]=[CH:34][C:31]=3[C:32]=2[CH3:33])=[CH:13][C:12]=1[CH3:25] |f:0.1|. Procedure: Then, to a suspension of 55% sodium hydride (123 mg, 3.07 mmol) in THF (18 mL) was added dropwise over 10 minutes under N2 atmosphere, a solution of ethyl 3-(4-benzyloxy-3-methylphenyl)-3-oxopropionate (870 mg, 2.79 mmol) in THF (5 mL). After 20 minutes, to the resultant mixture was added dropwise over 10 minutes a solution of 2-chloromethyl-3-methylbenzothiophene (548 mg, 2.79 mmol) in THF (5 mL). The mixture was heated under reflux for 25 hours, cooled to room temperature, and concentrated und... Starting materials: CN1CCOc2cc(Br)ccc21, [Li]CCCC, COB(OC)OC, C1CCOC1, OO. Product: CN1CCOc2cc(O)ccc21. As a reaction SMILES: [Br:1][c:2]1[cH:3][c:4]2[c:5]([cH:11][cH:12]1)[N:6]([CH3:10])[CH2:7][CH2:8][O:9]2.[CH2:13]([Li:14])[CH2:15][CH2:16][CH3:17].[CH3:18][O:19][B:20]([O:21][CH3:22])[O:23][CH3:24].[O:27]1[CH2:28][CH2:29][CH2:30][CH2:31]1.[OH:25][OH:26]>>[c:2]1([OH:19])[cH:3][c:4]2[c:5]([cH:11][cH:12]1)[N:6]([CH3:10])[CH2:7][CH2:8][O:9]2. Starting materials: ClCc1nccs1, Cc1cc(Nc2ncnc3cccc(OCCN(C)C(=O)CO)c23)ccc1O. Product: Cc1cc(Nc2ncnc3cccc(OCCN(C)C(=O)CO)c23)ccc1OCc1nccs1. Reaction SMILES: [Cl:1][CH2:2][c:3]1[s:4][cH:5][cH:6][n:7]1.[OH:8][CH2:9][C:10](=[O:11])[N:12]([CH3:13])[CH2:14][CH2:15][O:16][c:17]1[c:18]2[c:19]([NH:27][c:28]3[cH:29][c:30]([CH3:35])[c:31]([OH:34])[cH:32][cH:33]3)[n:20][cH:21][n:22][c:23]2[cH:24][cH:25][cH:26]1>>[CH2:2]([c:3]1[s:4][cH:5][cH:6][n:7]1)[O:34][c:31]1[c:30]([CH3:35])[cH:29][c:28]([NH:27][c:19]2[c:18]3[c:17]([O:16][CH2:15][CH2:14][N:12]([C:10]([CH2:9][OH:8])=[O:11])[CH3:13])[cH:26][cH:25][cH:24][c:23]3[n:22][cH:21][n:20]2)[cH:33][cH:32]1. The reactants are NC1=C(C(=O)OCC)C=CC=N1 (Ethyl 2-aminonicotinate), OO (H2O2), C(=O)(O)[O-].[Na+] (NaHCO3), Cl (HCl), ester. Solvent: O (water). Product: NC1=C(C(=O)OCC)C=C(C=N1)Cl (Ethyl 2-Amino-5-chloronicotinate). Reaction SMILES: [NH2:1][C:2]1[N:12]=[CH:11][CH:10]=[CH:9][C:3]=1[C:4]([O:6][CH2:7][CH3:8])=[O:5].[ClH:13].OO.C([O-])(O)=O.[Na+]>O>[NH2:1][C:2]1[N:12]=[CH:11][C:10]([Cl:13])=[CH:9][C:3]=1[C:4]([O:6][CH2:7][CH3:8])=[O:5] |f:3.4|. Procedure details: Ethyl 2-aminonicotinate (121, Example 4) (0.1626 g, 0.9906 mmol) was placed in a 10 mL round-bottom flask. Conc. HCl (35%, 1 mL) was added and the mixture stirred. When all of the ester had dissolved, H2O2 (30%, 0.10 mL, d=1.110, 0.98 mmol) was added. The resulting solution was heated at 55°-60° C. for 2 h. The solution was cooled to room temperature, diluted with water (10 mL), and basified to pH 8 (pH paper) with solid NaHCO3. The mixture was filtered, washed with water (2×10 mL) and dried at ...